describe an organic reaction: reactants, conditions, products, and yield From a dataset of the Open Reaction Database (ORD), a public repository of structured organic reaction records. RXN SMILES: [CH2:25]([O:26][CH2:27][CH3:28])[CH3:29].[CH3:1][O:2][c:3]1[cH:4][c:5]2[cH:6][cH:7][c:8]([CH:13]([CH3:14])[Br:15])[cH:9][c:10]2[cH:11][cH:12]1.[n:16]1[c:17]([CH3:18])[cH:19][c:20]([CH3:21])[cH:22][c:23]1[CH3:24]>>[CH3:1][O:2][c:3]1[cH:4][c:5]2[cH:6][cH:7][c:8]([CH:13]=[CH2:14])[cH:9][c:10]2[cH:11][cH:12]1. Starting materials: CCOCC, COc1ccc2cc(C(C)Br)ccc2c1, Cc1cc(C)nc(C)c1. The product is C=Cc1ccc2cc(OC)ccc2c1. Reactants: NC1=NC(C(N1C)=O)(C1=CC=C(C=C1)OC(F)F)C1=CC(=CC=C1)Br (2-amino-5-(3-bromophenyl)-5-[4-(difluoromethoxy)phenyl]-3-methyl-3,5-dihydro-4H-imidazol-4-one), COCCCC/C=C/B(O)O ((E)-6-methoxy-hex-1-enylboronic acid), Pd(CH3CN)2Cl2. Run in C(=O)([O-])[O-].[K+].[K+] (K2CO3), COCCOC (DME), O (water). Reaction conditions: temperature 95 celsius. The product is NC1=NC(C(N1C)=O)(C1=CC(=CC=C1)\C=C\CCCCOC)C1=CC=C(C=C1)OC(F)F (2-Amino-5-[4-(difluoromethoxy)phenyl]-5-{3-[(1E)-6-methoxy-hex-1-en-1-yl]-phenyl}-3-methyl-3,5-dihydro-4H-imidazol-4-one). The yield is 56.0%. Reaction SMILES: [NH2:1][C:2]1[N:6]([CH3:7])[C:5](=[O:8])[C:4]([C:19]2[CH:24]=[CH:23][CH:22]=[C:21](Br)[CH:20]=2)([C:9]2[CH:14]=[CH:13][C:12]([O:15][CH:16]([F:18])[F:17])=[CH:11][CH:10]=2)[N:3]=1.[CH3:26][O:27][CH2:28][CH2:29][CH2:30][CH2:31]/[CH:32]=[CH:33]/B(O)O>C([O-])([O-])=O.[K+].[K+].COCCOC.O>[NH2:1][C:2]1[N:6]([CH3:7])[C:5](=[O:8])[C:4]([C:9]2[CH:14]=[CH:13][C:12]([O:15][CH:16]([F:18])[F:17])=[CH:11][CH:10]=2)([C:19]2[CH:24]=[CH:23][CH:22]=[C:21](/[CH:33]=[CH:32]/[CH2:31][CH2:30][CH2:29][CH2:28][O:27][CH3:26])[CH:20]=2)[N:3]=1 |f:2.3.4|. Reported procedure: A degassed solution of 2-amino-5-(3-bromophenyl)-5-[4-(difluoromethoxy)phenyl]-3-methyl-3,5-dihydro-4H-imidazol-4-one (200 mg, 0.488 mmol) and (E)-6-methoxy-hex-1-enylboronic acid (0.537 mmol) in 1 ml of 2 M K2CO3 and 2.5 ml of DME is treated with Pd(CH3CN)2Cl2 (20 mg, 5%), the mixture heated at 95° C. under a nitrogen atmosphere for 16 h, diluted with water and extracted with CH2Cl2. The extracts are combined, dried over MgSO4 and concentrated in vacuo. The resultant residue is purified on a si... Reactants: ClC1=CC(=NC2=CC=C(C=C12)C)N1CCS(C2=C(C1)C=CC=C2)(=O)=O (4-(4-chloro-6-methylquinolin-2-yl)-2,3,4,5-tetrahydro-1,4-benzothiazepine 1,1-dioxide), O1CC(C1)(CN)CN (oxetane-3,3-diyldimethanamine). The product is NCC1(COC1)CNC1=CC(=NC2=CC=C(C=C12)C)N1CCS(C2=C(C1)C=CC=C2)(=O)=O (N-{[3-(Aminomethyl)oxetan-3-yl]methyl}-2-(1,1-dioxido-2,3-dihydro-1,4-benzothiazepin-4(5H)-yl)-6-methylquinolin-4-amine). RXN SMILES: Cl[C:2]1[C:11]2[C:6](=[CH:7][CH:8]=[C:9]([CH3:12])[CH:10]=2)[N:5]=[C:4]([N:13]2[CH2:19][C:18]3[CH:20]=[CH:21][CH:22]=[CH:23][C:17]=3[S:16](=[O:25])(=[O:24])[CH2:15][CH2:14]2)[CH:3]=1.[O:26]1[CH2:29][C:28]([CH2:32][NH2:33])([CH2:30][NH2:31])[CH2:27]1>>[NH2:31][CH2:30][C:28]1([CH2:32][NH:33][C:2]2[C:11]3[C:6](=[CH:7][CH:8]=[C:9]([CH3:12])[CH:10]=3)[N:5]=[C:4]([N:13]3[CH2:19][C:18]4[CH:20]=[CH:21][CH:22]=[CH:23][C:17]=4[S:16](=[O:25])(=[O:24])[CH2:15][CH2:14]3)[CH:3]=2)[CH2:29][O:26][CH2:27]1. Reported procedure: The title compound was prepared in analogy to Example 3-1 in Scheme 5 by using 4-(4-chloro-6-methylquinolin-2-yl)-2,3,4,5-tetrahydro-1,4-benzothiazepine 1,1-dioxide (prepared in analogy to the one in Example 2-1) and oxetane-3,3-diyldimethanamine. MS obsd. (ESI+) [(M+H)+] 453, 1H NMR (400 MHz, CD3OD) δ ppm 8.04 (d, J=1.8 Hz, 1 H), 7.90 (d, J=1.9 Hz, 1 H), 7.81 (s, 1 H), 7.67 (t, J=3.6 Hz, 1 H), 7.57 (d, J=2.1 Hz, 1 H), 7.52 (t, J=3.8 Hz, 1 H), 7.43 (d, J=2.1 Hz, 1 H), 6.21 (s, 1 H), 5.26 (s, 2 H... Starting materials: C(C)OC(=C)[Sn](CCCC)(CCCC)CCCC (1-ethoxyvinyltri-n-butyltin), BrC1=CC=C(C=C1)S(=O)(=O)CC1C(CCC(C1)N(C)C(C)C)NC(CC1=NC2=C(N1)C=CC=C2C(F)(F)F)=O (N-[2-(4-Bromo-benzenesulfonylmethyl)-4-(isopropyl-methyl-amino)-cyclohexyl]-2-(4-trifluoromethyl-1H-benzoimidazol-2-yl)-acetamide), 2,6-tert-butyl-4-methyl phenol. Reagents/catalysts: C=1C=CC(=CC1)[P](C=2C=CC=CC2)(C=3C=CC=CC3)[Pd]([P](C=4C=CC=CC4)(C=5C=CC=CC5)C=6C=CC=CC6)([P](C=7C=CC=CC7)(C=8C=CC=CC8)C=9C=CC=CC9)[P](C=1C=CC=CC1)(C=1C=CC=CC1)C=1C=CC=CC1 (Pd(PPh3)4). Solvent: C1(=CC=CC=C1)C (toluene). Run at time 2 hour. Product: C(C)(=O)C1=CC=C(C=C1)S(=O)(=O)C[C@H]1[C@H](CC[C@H](C1)N(C)C(C)C)NC(CC1=NC2=C(N1)C=CC=C2C(F)(F)F)=O ((1S,2R,4R)-N-[2-(4-Acetyl-benzenesulfonylmethyl)-4-(isopropyl-methyl-amino)-cyclohexyl]-2-(4-trifluoromethyl-1H-benzoimidazol-2-yl)-acetamide). As a reaction SMILES: Br[C:2]1[CH:7]=[CH:6][C:5]([S:8]([CH2:11][CH:12]2[CH2:17][CH:16]([N:18]([CH:20]([CH3:22])[CH3:21])[CH3:19])[CH2:15][CH2:14][CH:13]2[NH:23][C:24](=[O:39])[CH2:25][C:26]2[NH:30][C:29]3[CH:31]=[CH:32][CH:33]=[C:34]([C:35]([F:38])([F:37])[F:36])[C:28]=3[N:27]=2)(=[O:10])=[O:9])=[CH:4][CH:3]=1.[CH2:40]([O:42]C([Sn](CCCC)(CCCC)CCCC)=C)[CH3:41]>C1(C)C=CC=CC=1.C1C=CC([P]([Pd]([P](C2C=CC=CC=2)(C2C=CC=CC=2)C2C=CC=CC=2)([P](C2C=CC=CC=2)(C2C=CC=CC=2)C2C=CC=CC=2)[P](C2C=CC=CC=2)(C2C=CC=CC=2)C2C=CC=CC=2)(C2C=CC=CC=2)C2C=CC=CC=2)=CC=1>[C:40]([C:2]1[CH:7]=[CH:6][C:5]([S:8]([CH2:11][C@@H:12]2[CH2:17][C@H:16]([N:18]([CH:20]([CH3:21])[CH3:22])[CH3:19])[CH2:15][CH2:14][C@@H:13]2[NH:23][C:24](=[O:39])[CH2:25][C:26]2[NH:30][C:29]3[CH:31]=[CH:32][CH:33]=[C:34]([C:35]([F:36])([F:37])[F:38])[C:28]=3[N:27]=2)(=[O:10])=[O:9])=[CH:4][CH:3]=1)(=[O:42])[CH3:41] |^1:68,70,89,108|. Procedure details: (1S,2R,4R)-(N-[2-(4-Bromo-benzenesulfonylmethyl)-4-(isopropyl-methyl-amino)-cyclohexyl]-2-(4-trifluoromethyl-1H-benzoimidazol-2-yl)-acetamide, Example 3, (50 mg) was dissolved in toluene (1 ml) prior to the addition of 1-ethoxyvinyltri-n-butyltin (0.5 ml), Pd(PPh3)4 (20 mg) and a few crystals of 2,6-tert-butyl-4-methyl phenol. The resulting solution was heated to reflux overnight. After cooling, the palladium catalyst was filtered off and the solution was concentrated. The residue was dissolved ... Starting materials: COc1ccc(C2=NN(C3CCNCC3)C(=O)C2(C)C)cc1OC, O=C(O)c1nccc2ccccc12. Product: COc1ccc(C2=NN(C3CCN(C(=O)c4nccc5ccccc45)CC3)C(=O)C2(C)C)cc1OC. RXN SMILES: [CH3:1][O:2][c:3]1[cH:4][c:5]([C:11]2=[N:15][N:14]([CH:16]3[CH2:17][CH2:18][NH:19][CH2:20][CH2:21]3)[C:13](=[O:22])[C:12]2([CH3:23])[CH3:24])[cH:6][cH:7][c:8]1[O:9][CH3:10].[c:25]1([C:35](=[O:36])[OH:37])[n:26][cH:27][cH:28][c:29]2[cH:30][cH:31][cH:32][cH:33][c:34]12>>[CH3:1][O:2][c:3]1[cH:4][c:5]([C:11]2=[N:15][N:14]([CH:16]3[CH2:17][CH2:18][N:19]([C:35]([c:25]4[n:26][cH:27][cH:28][c:29]5[cH:30][cH:31][cH:32][cH:33][c:34]45)=[O:36])[CH2:20][CH2:21]3)[C:13](=[O:22])[C:12]2([CH3:23])[CH3:24])[cH:6][cH:7][c:8]1[O:9][CH3:10].